describe an organic reaction: reactants, conditions, products, and yield From a dataset of the Open Reaction Database (ORD), a public repository of structured organic reaction records. Starting materials: ClC=1N(C(C=2N=CN(C2N1)CC)=O)C1=CC=C(C=C1)F (2-chloro-1-(4-fluorophenyl)-9-ethyl-1,9-dihydro-6H-purin-6-one), FC=1C=C(C=C(C1F)F)O (3,4,5-trifluorophenol). Reaction conditions: temperature 140 celsius. The product is FC1=CC=C(C=C1)N1C(=NC=2N(C=NC2C1=O)C)OC1=CC(=C(C(=C1)F)F)F (1-(4-Fluorophenyl)-9-methyl-2-(3,4,5-trifluorophenoxy)-1,9-dihydro-6H-purin-6-one). As a reaction SMILES: Cl[C:2]1[N:3]([C:14]2[CH:19]=[CH:18][C:17]([F:20])=[CH:16][CH:15]=2)[C:4](=[O:13])[C:5]2[N:6]=[CH:7][N:8]([CH2:11]C)[C:9]=2[N:10]=1.[F:21][C:22]1[CH:23]=[C:24]([OH:30])[CH:25]=[C:26]([F:29])[C:27]=1[F:28]>>[F:20][C:17]1[CH:18]=[CH:19][C:14]([N:3]2[C:4](=[O:13])[C:5]3[N:6]=[CH:7][N:8]([CH3:11])[C:9]=3[N:10]=[C:2]2[O:30][C:24]2[CH:23]=[C:22]([F:21])[C:27]([F:28])=[C:26]([F:29])[CH:25]=2)=[CH:15][CH:16]=1. Reported procedure: A mixture of 2-chloro-1-(4-fluorophenyl)-9-ethyl-1,9-dihydro-6H-purin-6-one (55.6 mg, 0.20 mmol) and 3,4,5-trifluorophenol (0.40 mmol) is heated to 140° C. for 36 h. After cooling to RT, the crude mixture is purified by preparative HPLC to give the title compound as a white solid. 1H NMR (400 MHz, DMSO-d6) 7.98 (1H, s), 7.55 (2H, m), 7.45 (2H, m), 7.34 (2H, m), 3.53 (3H, S). m/z=391.05 (M+1); RT=0.78 min. The reactants are C(C)OC(COC1=C(C=C(C=C1)SC1=CC(=CC(=C1)OCCCN1CCOCC1)Br)Cl)=O ({4-[3-Bromo-5-(3-morpholin-4-yl-propoxy)-phenylsulfanyl]-2-chloro-phenoxy}-acetic acid ethyl ester), COCC#C (3-methoxy-propyne). The reagents and catalysts are C1=CC=C(C=C1)P(C2=CC=CC=C2)C3=CC=CC=C3.C1=CC=C(C=C1)P(C2=CC=CC=C2)C3=CC=CC=C3.Cl[Pd]Cl (bis(triphenylphosphine)palladium (II) chloride), [Cu](I)I (copper iodide). The solvent is C(C)N(CC)CC (triethylamine), CN(C)C=O (DMF). Product: C(C)OC(COC1=C(C=C(C=C1)SC1=CC(=CC(=C1)OCCCN1CCOCC1)C#CCOC)Cl)=O ({2-Chloro-4-[3-(3-methoxy-prop-1-ynyl)-5-(3-morpholin-4-yl-propoxy)phenylsulfanyl]-phenoxy}-acetic Acid Ethyl Ester). Reaction SMILES: [CH2:1]([O:3][C:4](=[O:32])[CH2:5][O:6][C:7]1[CH:12]=[CH:11][C:10]([S:13][C:14]2[CH:19]=[C:18]([O:20][CH2:21][CH2:22][CH2:23][N:24]3[CH2:29][CH2:28][O:27][CH2:26][CH2:25]3)[CH:17]=[C:16](Br)[CH:15]=2)=[CH:9][C:8]=1[Cl:31])[CH3:2].[CH3:33][O:34][CH2:35][C:36]#[CH:37]>C(N(CC)CC)C.CN(C=O)C.C1C=CC(P(C2C=CC=CC=2)C2C=CC=CC=2)=CC=1.C1C=CC(P(C2C=CC=CC=2)C2C=CC=CC=2)=CC=1.Cl[Pd]Cl.[Cu](I)I>[CH2:1]([O:3][C:4](=[O:32])[CH2:5][O:6][C:7]1[CH:12]=[CH:11][C:10]([S:13][C:14]2[CH:19]=[C:18]([O:20][CH2:21][CH2:22][CH2:23][N:24]3[CH2:29][CH2:28][O:27][CH2:26][CH2:25]3)[CH:17]=[C:16]([C:37]#[C:36][CH2:35][O:34][CH3:33])[CH:15]=2)=[CH:9][C:8]=1[Cl:31])[CH3:2] |f:4.5.6|. Procedure details: {4-[3-Bromo-5-(3-morpholin-4-yl-propoxy)-phenylsulfanyl]-2-chloro-phenoxy}-acetic acid ethyl ester (0.2 g; 0.37 mmol), 3-methoxy-propyne (0.10 g; 1.47 mmol), bis(triphenylphosphine)palladium (II) chloride (21 mg; 0.029 mmol) and copper iodide (4.2 mg; 0.022 mmol) were dissolved in a mixture of triethylamine (2 mL) and DMF (2 mL) under an atmosphere of nitrogen. The reaction mixture was reacted in a microwave oven at 150° C. for 1 h. The reaction mixture was evaporated to dryness and extracted wi...